The task is: describe an organic reaction: reactants, conditions, products, and yield. This data is from the Open Reaction Database (ORD), a public repository of structured organic reaction records. Reactants: CC(C)(C)OC(=O)N(CCOc1cc(Cl)cc(C(=O)O)c1)c1ccncc1, CN(C)c1ccncc1, CCN(C(C)C)C(C)C, O=C(Cl)C(=O)Cl, ClCCl, N#CCCNc1ccccc1F, CN(C)C=O. Yields the product CC(C)(C)OC(=O)N(CCOc1cc(Cl)cc(C(=O)N(CCC#N)c2ccccc2F)c1)c1ccncc1. Reaction SMILES: [C:7]([CH3:8])([CH3:9])([CH3:10])[O:11][C:12](=[O:13])[N:14]([CH2:15][CH2:16][O:17][c:18]1[cH:19][c:20]([C:21](=[O:22])[OH:23])[cH:24][c:25]([Cl:27])[cH:26]1)[c:28]1[cH:29][cH:30][n:31][cH:32][cH:33]1.[CH3:63][N:64]([c:65]1[cH:66][cH:67][n:68][cH:69][cH:70]1)[CH3:71].[CH:46]([N:47]([CH2:48][CH3:49])[CH:50]([CH3:51])[CH3:52])([CH3:53])[CH3:54].[Cl:1][C:2]([C:3]([Cl:4])=[O:5])=[O:6].[Cl:55][CH2:56][Cl:57].[F:34][c:35]1[c:36]([NH:41][CH2:42][CH2:43][C:44]#[N:45])[cH:37][cH:38][cH:39][cH:40]1.[O:58]=[CH:59][N:60]([CH3:61])[CH3:62]>>[C:7]([CH3:8])([CH3:9])([CH3:10])[O:11][C:12](=[O:13])[N:14]([CH2:15][CH2:16][O:17][c:18]1[cH:19][c:20]([C:21](=[O:22])[N:41]([c:36]2[c:35]([F:34])[cH:40][cH:39][cH:38][cH:37]2)[CH2:42][CH2:43][C:44]#[N:45])[cH:24][c:25]([Cl:27])[cH:26]1)[c:28]1[cH:29][cH:30][n:31][cH:32][cH:33]1. Reactants: Intermediate 15, C=1C=CC2=C(C1)N=NN2O (HOBt), CCN(C(C)C)C(C)C (DIPEA), C1(=CC=CC=C1)N1C=NC(=C1)C(=O)NCC(=O)O ([(1-phenyl-1H-imidazole-4-carbonyl)-amino]-acetic acid), Intermediate 68, CCN=C=NCCCN(C)C (EDCI), Cl.FC1=C(C=C(OC2CCNCC2)C=C1)C(F)(F)F (4-(4-fluoro-3-trifluoromethyl-phenoxy)-piperidine hydrochloride). Run in O (water), CN(C)C=O (DMF). Conditions: time 2 minute. Yields the product FC1=C(C=C(OC2CCN(CC2)C(CNC(=O)C=2N=CN(C2)C2=CC=CC=C2)=O)C=C1)C(F)(F)F (1-phenyl-1H-imidazole-4-carboxylic acid {2-[4-(4-fluoro-3-trifluoromethyl-phenoxy)-piperidin-1-yl]-2-oxo-ethyl}-amide). Yield: 49.0%. Reaction SMILES: CCN(C(C)C)C(C)C.[C:10]1([N:16]2[CH:20]=[C:19]([C:21]([NH:23][CH2:24][C:25]([OH:27])=O)=[O:22])[N:18]=[CH:17]2)[CH:15]=[CH:14][CH:13]=[CH:12][CH:11]=1.C1C=CC2N(O)N=NC=2C=1.CCN=C=NCCCN(C)C.Cl.[F:50][C:51]1[CH:63]=[CH:62][C:54]([O:55][CH:56]2[CH2:61][CH2:60][NH:59][CH2:58][CH2:57]2)=[CH:53][C:52]=1[C:64]([F:67])([F:66])[F:65]>CN(C=O)C.O>[F:50][C:51]1[CH:63]=[CH:62][C:54]([O:55][CH:56]2[CH2:61][CH2:60][N:59]([C:25](=[O:27])[CH2:24][NH:23][C:21]([C:19]3[N:18]=[CH:17][N:16]([C:10]4[CH:11]=[CH:12][CH:13]=[CH:14][CH:15]=4)[CH:20]=3)=[O:22])[CH2:58][CH2:57]2)=[CH:53][C:52]=1[C:64]([F:67])([F:65])[F:66] |f:4.5|. Reported procedure: DIPEA (97 mg, 0.75 mmol) was added to a stirred solution of [(1-phenyl-1H-imidazole-4-carbonyl)-amino]-acetic acid (prepared from Intermediate 68 by means of Step 3 of the General Scheme) (61 mg, 0.25 mmol) in DMF (2 mL) followed by HOBt (35 mg, 0.26 mmol) and EDCI (50 mg, 0.26 mmol). After 2 minutes of stirring, 4-(4-fluoro-3-trifluoromethyl-phenoxy)-piperidine hydrochloride (prepared by the method used for the synthesis of Intermediate 15) (75 mg, 0.25 mmol) was added and the resulting mixture... Run at temperature 60 celsius, time 6 hour. Reaction SMILES: [OH:1][CH2:2][C:3]([C@H:5]([C@@H:7]([C@H:9]([CH2:11][OH:12])[OH:10])[OH:8])[OH:6])=[O:4].II.[PH2](O)=O>CC(C)=O>[CH3:2][C:3]1([CH3:5])[O:6][C@H:5]2[C@@H:7]3[O:8][C:9]([CH3:11])([CH3:7])[O:10][C@:9]3([CH2:11][OH:12])[O:4][C@H:3]2[CH2:2][O:1]1. Reactants: OCC(=O)[C@@H](O)[C@H](O)[C@@H](O)CO (L-sorbose), II (iodine), [PH2](=O)O (hypophosphorous acid). The yield is 160.0%. Product: CC1(OC[C@H]2[C@@H](O1)[C@H]3[C@@](O2)(OC(O3)(C)C)CO)C (2,3:4,6-di-O-isopropylidene-L-sorbofuranose). Solvent: CC(=O)C (acetone). Reported procedure: To 200 ml of acetone were added 10.0 g of L-sorbose, 127 mg of iodine and 110 mg of aqueous hypophosphorous acid solution (about 30%) and the mixture was refluxed with stirring in a water bath at 60° C. for 6 hours. During this reaction, the refluxing solvent was dried with 20 g of Molecular Sieves 3A interposed between the reaction vessel and the cooling jacket. The reaction mixture was then subjected to an after-treatment similar to that described in Example 11 to give 11.56 g (80.0%) of 2,3:4... Starting materials: F.N1=CC=CC=C1 (Pyridine hydrofluoride), S(N)(OCC[C@H]1[C@H](C[C@@H](C1)N1C=CC2=C1N=CN=C2N[C@H]2CCC1=CC=CC=C21)O[Si](C)(C)C(C)(C)C)(=O)=O (2-((1S,2S,4R)-2-{[tert-Butyl(dimethyl)silyl]oxy}-4-{4-[(1S)-2,3-dihydro-1H-inden-1-ylamino]-7H-pyrrolo[2,3-d]pyrimidin-7-yl}cyclopentyl)ethyl sulfamate), N1=CC=CC=C1 (pyridine), F.N1=CC=CC=C1 (pyridine hydrofluoride), O1CCCC1 (tetrahydrofuran), F.N1=CC=CC=C1 (pyridine hydrofluoride). Reaction conditions: temperature 0 celsius, time 1 hour. Product: S(N)(OCC[C@H]1[C@H](C[C@@H](C1)N1C=CC2=C1N=CN=C2N[C@H]2CCC1=CC=CC=C21)O)(=O)=O (2-((1S,2S,4R)-4-{4-[(1S)-2,3-dihydro-1H-inden-1-ylamino]-7H-pyrrolo[2,3-d]-pyrimidin-7-yl}-2-hydroxycyclopentyl)ethyl sulfamate). The yield is 12.9%. As a reaction SMILES: [S:1](=[O:39])(=[O:38])([O:3][CH2:4][CH2:5][C@@H:6]1[CH2:10][C@@H:9]([N:11]2[C:15]3[N:16]=[CH:17][N:18]=[C:19]([NH:20][C@@H:21]4[C:29]5[C:24](=[CH:25][CH:26]=[CH:27][CH:28]=5)[CH2:23][CH2:22]4)[C:14]=3[CH:13]=[CH:12]2)[CH2:8][C@@H:7]1[O:30][Si](C(C)(C)C)(C)C)[NH2:2].N1C=CC=CC=1.O1CCCC1.F.N1C=CC=CC=1>>[S:1](=[O:39])(=[O:38])([O:3][CH2:4][CH2:5][C@@H:6]1[CH2:10][C@@H:9]([N:11]2[C:15]3[N:16]=[CH:17][N:18]=[C:19]([NH:20][C@@H:21]4[C:29]5[C:24](=[CH:25][CH:26]=[CH:27][CH:28]=5)[CH2:23][CH2:22]4)[C:14]=3[CH:13]=[CH:12]2)[CH2:8][C@@H:7]1[OH:30])[NH2:2] |f:3.4|. Procedure details: 2-((1S,2S,4R)-2-{[tert-Butyl(dimethyl)silyl]oxy}-4-{4-[(1S)-2,3-dihydro-1H-inden-1-ylamino]-7H-pyrrolo[2,3-d]pyrimidin-7-yl}cyclopentyl)ethyl sulfamate (0.0442 g, 0.0773 mmol) was dissolved in pyridine (0.344 mL, 4.25 mmol) and tetrahydrofuran (0.345 mL, 4.25 mmol). The solution was cooled to 0° C. Pyridine hydrofluoride (0.500 mL, 5.55 mmol) was added dropwise. The solution was warmed to room temperature. After one hour, pyridine hydrofluoride (0.500 mL, 5.55 mmol) was added. After two hours, p...